Dataset: the Open Reaction Database (ORD), a public repository of structured organic reaction records. Task: describe an organic reaction: reactants, conditions, products, and yield Yields the product Cc1cc(-c2ccc(C(F)(F)F)cc2)nc(-c2ccnc(-c3ccc(N)nc3)c2)n1. As a reaction SMILES: [Cl:1][c:2]1[n:3][cH:4][cH:5][c:6](-[c:8]2[n:9][c:10](-[c:15]3[cH:16][cH:17][c:18]([C:21]([F:22])([F:23])[F:24])[cH:19][cH:20]3)[cH:11][c:12]([CH3:14])[n:13]2)[cH:7]1.[NH2:25][c:26]1[n:27][cH:28][c:29]([B:32]2[O:33][C:34]([CH3:35])([CH3:36])[C:37]([CH3:38])([CH3:39])[O:40]2)[cH:30][cH:31]1>>[c:2]1(-[c:29]2[cH:28][n:27][c:26]([NH2:25])[cH:31][cH:30]2)[n:3][cH:4][cH:5][c:6](-[c:8]2[n:9][c:10](-[c:15]3[cH:16][cH:17][c:18]([C:21]([F:22])([F:23])[F:24])[cH:19][cH:20]3)[cH:11][c:12]([CH3:14])[n:13]2)[cH:7]1. Starting materials: Cc1cc(-c2ccc(C(F)(F)F)cc2)nc(-c2ccnc(Cl)c2)n1, CC1(C)OB(c2ccc(N)nc2)OC1(C)C.